This data is from the Open Reaction Database (ORD), a public repository of structured organic reaction records. The task is: describe an organic reaction: reactants, conditions, products, and yield The reactants are [H-].[Na+] (sodium hydride), C(CC)N1C(NC2=C(C1=O)SC=C2)=S (3-propyl-2-thioxo-2,3-dihydro-1H-thieno-[3.2-d]pyrimidin-4-one), CI (methyl iodide). The solvent is O1CCCC1 (tetrahydrofuran), O1CCCC1 (tetrahydrofuran). Reaction conditions: time 1 hour. The product is CSC=1N(C(C2=C(N1)C=CS2)=O)CCC (2-Methylsulfanyl-3-propyl-3H-thieno[3.2-d]pyrimidin-4-one). RXN SMILES: [H-].[Na+].[CH2:3]([N:6]1[C:11](=[O:12])[C:10]2[S:13][CH:14]=[CH:15][C:9]=2[NH:8][C:7]1=[S:16])[CH2:4][CH3:5].[CH3:17]I>O1CCCC1>[CH3:17][S:16][C:7]1[N:6]([CH2:3][CH2:4][CH3:5])[C:11](=[O:12])[C:10]2[S:13][CH:14]=[CH:15][C:9]=2[N:8]=1 |f:0.1|. Reported procedure: In a sulfonation flask, 0.84 g (0.021 mol) of a ˜60% sodium hydride dispersion is added to 20 ml of absolute tetrahydrofuran, and then 4.8 g (0.021 mol) of 3-propyl-2-thioxo-2,3-dihydro-1H-thieno-[3.2-d]pyrimidin-4-one, dissolved in 80 ml of tetrahydrofuran, are added dropwise such that the internal temperature remains constant at about 25° C. The mixture is stirred for 1 hour at room temperature and then 4.3 g (0.03 mol) of methyl iodide are added all at once. The mixture is refluxed for 4 hour... Starting materials: CC(C)=NOCC(C)Oc1ccc(Cl)cc1, O, O=C(O)C(F)(F)F. Product: CC(CON)Oc1ccc(Cl)cc1. As a reaction SMILES: [Cl:1][c:2]1[cH:3][cH:4][c:5]([O:6][CH:7]([CH2:8][O:9][N:10]=[C:11]([CH3:12])[CH3:13])[CH3:14])[cH:15][cH:16]1.[OH2:24].[OH:17][C:18]([C:19]([F:20])([F:21])[F:22])=[O:23]>>[Cl:1][c:2]1[cH:3][cH:4][c:5]([O:6][CH:7]([CH2:8][O:9][NH2:10])[CH3:14])[cH:15][cH:16]1. The reactants are C(C)(C)(C)P(Cl)C(C)(C)C (di-t-butylchlorophosphine), C1CCOC1 (THF), [Mg] (magnesium), BrCCBr (1,2-dibromoethane), C1CCOC1 (THF), CC1=C(C=C(C=C1)C)C1=CC(=CC=C1)C (2,5,3′-Trimethylbiphenyl), C1CCOC1 (THF). The reagents and catalysts are [Cu]Cl (copper (I) chloride). Conditions: time 15 minute. The product is C(C)(C)(C)P(C1=C(C=CC=C1)C=1C(=CC=CC1)C1=CC=CC=C1)C(C)(C)C (o-di-t-butylphosphino-o-terphenyl). Yield: 26.0%. As a reaction SMILES: [Mg].Br[CH2:3][CH2:4]Br.[CH3:6][C:7]1[CH:12]=[CH:11][C:10](C)=[CH:9][C:8]=1[C:14]1[CH:19]=[CH:18][CH:17]=[C:16](C)[CH:15]=1.[C:21]([P:25]([C:27]([CH3:30])([CH3:29])[CH3:28])Cl)([CH3:24])([CH3:23])[CH3:22].[CH2:31]1[CH2:35]OC[CH2:32]1>[Cu]Cl>[C:21]([P:25]([C:27]([CH3:30])([CH3:29])[CH3:28])[C:19]1[CH:18]=[CH:17][CH:16]=[CH:15][C:14]=1[C:8]1[C:7]([C:6]2[CH:4]=[CH:3][CH:35]=[CH:31][CH:32]=2)=[CH:12][CH:11]=[CH:10][CH:9]=1)([CH3:24])([CH3:23])[CH3:22]. Reported procedure: An oven-dried Schlenk tube was cooled to room temperature under an argon purge, and was charged with magnesium turnings (54 mg, 2.2 mmol), THF (2 mL), and 1,2-dibromoethane (9 μL). The mixture was stirred at room temperature for 15 min, then a solution of 2 (618 mg, 2.0 mmol) in 1 mL THF was added dropwise. The mixture was stirred at rt for 1 h, then the septum was removed from the flask, and copper (I) chloride (283 mg, 2.1 mmol) was added. The tube was capped with the septum and purged with ar... The reactants are CN1[C@@H](CCCC1)C1=NN=C2N1C=C(C=C2)O[C@@H]2CC[C@@H](C1=CC=CC=C21)N ((1S,4R)-4-[3-((S)-1-Methyl-piperidin-2-yl)-[1,2,4]triazolo[4,3-a]pyridin-6-yloxy]-1,2,3,4-tetrahydro-naphthalen-1-ylamine), ClC(COC(NC=1N(N=C(C1)C(C)(C)C)CCO)=O)(Cl)Cl ([5-tert-Butyl-2-(2-hydroxy-ethyl)-2H-pyrazol-3-yl]-carbamic acid 2,2,2-trichloro-ethyl ester), CCN(C(C)C)C(C)C (DIPEA). The solvent is O1CCOCC1 (dioxane). Conditions: temperature 50 celsius, time 8 hour. The product is C(C)(C)(C)C=1C=C(N(N1)CCO)NC(=O)N[C@H]1CC[C@H](C2=CC=CC=C12)OC=1C=CC=2N(C1)C(=NN2)[C@H]2N(CCCC2)C (1-[5-tert-Butyl-2-(2-hydroxy-ethyl)-2H-pyrazol-3-yl]-3-{(1S,4R)-4-[3-((S)-1-methyl-piperidin-2-yl)-[1,2,4]triazolo[4,3-a]pyridin-6-yloxy]-1,2,3,4-tetrahydro-naphthalen-1-yl}-urea). Isolated yield 6.8%. RXN SMILES: [CH3:1][N:2]1[CH2:7][CH2:6][CH2:5][CH2:4][C@H:3]1[C:8]1[N:12]2[CH:13]=[C:14]([O:17][C@H:18]3[C:27]4[C:22](=[CH:23][CH:24]=[CH:25][CH:26]=4)[C@@H:21]([NH2:28])[CH2:20][CH2:19]3)[CH:15]=[CH:16][C:11]2=[N:10][N:9]=1.ClC(Cl)(Cl)C[O:32][C:33](=O)[NH:34][C:35]1[N:36]([CH2:44][CH2:45][OH:46])[N:37]=[C:38]([C:40]([CH3:43])([CH3:42])[CH3:41])[CH:39]=1.CCN(C(C)C)C(C)C>O1CCOCC1>[C:40]([C:38]1[CH:39]=[C:35]([NH:34][C:33]([NH:28][C@@H:21]2[C:22]3[C:27](=[CH:26][CH:25]=[CH:24][CH:23]=3)[C@H:18]([O:17][C:14]3[CH:15]=[CH:16][C:11]4[N:12]([C:8]([C@@H:3]5[CH2:4][CH2:5][CH2:6][CH2:7][N:2]5[CH3:1])=[N:9][N:10]=4)[CH:13]=3)[CH2:19][CH2:20]2)=[O:32])[N:36]([CH2:44][CH2:45][OH:46])[N:37]=1)([CH3:43])([CH3:41])[CH3:42]. Reported procedure: A mixture of Intermediate 120c (35 mg, 0.10 mmol), Intermediate 110b (54 mg, 0.15 mmol) and DIPEA (53 μL, 0.30 mmol) in dioxane (1 mL) was stirred at 50° C. overnight. After cooling, the reaction mixture was loaded onto an SCX cartridge. The cartridge was washed with MeOH and the product eluted with 2M NH3 in MeOH. The resultant residue was purified by FCC on silica, using a gradient of 1-8% MeOH in DCM followed by MDAP (Method 7) purification, to afford the title compound (4 mg, 7%) as a glassy... Starting materials: [Al+3], [H-], [H-], [H-], [H-], [Li+], C1CCOC1, Cc1cc(O)c(C)c(C)c1CC(=O)O, O=S(=O)(O)O. Product: Cc1cc(O)c(C)c(C)c1CCO. Reaction SMILES: [Al+3:16].[H-:15].[H-:18].[H-:19].[H-:20].[Li+:17].[O:26]1[CH2:27][CH2:28][CH2:29][CH2:30]1.[OH:1][c:2]1[c:3]([CH3:14])[c:4]([CH3:13])[c:5]([CH2:9][C:10](=[O:11])[OH:12])[c:6]([CH3:8])[cH:7]1.[S:21](=[O:22])(=[O:23])([OH:24])[OH:25]>>[OH:1][c:2]1[c:3]([CH3:14])[c:4]([CH3:13])[c:5]([CH2:9][CH2:10][OH:11])[c:6]([CH3:8])[cH:7]1. Yields the product N#Cc1cc(Cl)ccc1-c1ccc(C(O)CCC(=O)O)cc1. As a reaction SMILES: [CH3:25][CH2:26][O:27][C:28](=[O:29])[CH3:30].[Cl:1][c:2]1[cH:3][c:4]([C:21]#[N:22])[c:5](-[c:8]2[cH:9][cH:10][c:11]([CH:14]([CH:15]=[CH:16][C:17](=[O:18])[OH:19])[OH:20])[cH:12][cH:13]2)[cH:6][cH:7]1.[H:23][H:24]>>[Cl:1][c:2]1[cH:3][c:4]([C:21]#[N:22])[c:5](-[c:8]2[cH:9][cH:10][c:11]([CH:14]([CH2:15][CH2:16][C:17](=[O:18])[OH:19])[OH:20])[cH:12][cH:13]2)[cH:6][cH:7]1. Reactants: CCOC(C)=O, N#Cc1cc(Cl)ccc1-c1ccc(C(O)C=CC(=O)O)cc1, [H][H]. Starting materials: O=C([O-])O, CCc1ccc(Cc2cc(C3C(O)C(COCc4ccccc4)C(OCc4ccccc4)C(OCc4ccccc4)C3OCc3ccccc3)ccc2Cl)cc1, CC(C)(C)O, CCOC(C)=O, ClCCl, [Na+], [Na+], [Na+], O=S([O-])[O-]. Product: CCc1ccc(Cc2cc(C3C(=O)C(COCc4ccccc4)C(OCc4ccccc4)C(OCc4ccccc4)C3OCc3ccccc3)ccc2Cl)cc1. As a reaction SMILES: [C:68](=[O:69])([OH:70])[O-:71].[CH2:6]([c:7]1[cH:8][cH:9][cH:10][cH:11][cH:12]1)[O:13][CH:14]1[CH:15]([CH2:53][O:54][CH2:55][c:56]2[cH:57][cH:58][cH:59][cH:60][cH:61]2)[CH:16]([OH:52])[CH:17]([c:36]2[cH:37][c:38]([CH2:43][c:44]3[cH:45][cH:46][c:47]([CH2:50][CH3:51])[cH:48][cH:49]3)[c:39]([Cl:42])[cH:40][cH:41]2)[CH:18]([O:28][CH2:29][c:30]2[cH:31][cH:32][cH:33][cH:34][cH:35]2)[CH:19]1[O:20][CH2:21][c:22]1[cH:23][cH:24][cH:25][cH:26][cH:27]1.[CH3:1][C:2]([OH:3])([CH3:4])[CH3:5].[CH3:76][CH2:77][O:78][C:79](=[O:80])[CH3:81].[Cl:73][CH2:74][Cl:75].[Na+:66].[Na+:67].[Na+:72].[S:62]([O-:63])([O-:64])=[O:65]>>[CH2:6]([c:7]1[cH:8][cH:9][cH:10][cH:11][cH:12]1)[O:13][CH:14]1[CH:15]([CH2:53][O:54][CH2:55][c:56]2[cH:57][cH:58][cH:59][cH:60][cH:61]2)[C:16](=[O:52])[CH:17]([c:36]2[cH:37][c:38]([CH2:43][c:44]3[cH:45][cH:46][c:47]([CH2:50][CH3:51])[cH:48][cH:49]3)[c:39]([Cl:42])[cH:40][cH:41]2)[CH:18]([O:28][CH2:29][c:30]2[cH:31][cH:32][cH:33][cH:34][cH:35]2)[CH:19]1[O:20][CH2:21][c:22]1[cH:23][cH:24][cH:25][cH:26][cH:27]1. Reactants: CC(C)(C)C(=O)OCCl, CN(C)C=O, Cc1ccccc1, [Na+], O=C([O-])c1cnccn1. The product is CC(C)(C)C(=O)OCOC(=O)c1cnccn1. RXN SMILES: [C:11]([C:12]([CH3:13])([CH3:14])[CH3:15])(=[O:16])[O:17][CH2:18][Cl:19].[CH3:20][N:21]([CH3:22])[CH:23]=[O:24].[CH3:25][c:26]1[cH:27][cH:28][cH:29][cH:30][cH:31]1.[Na+:10].[n:1]1[c:2]([C:7](=[O:8])[O-:9])[cH:3][n:4][cH:5][cH:6]1>>[n:1]1[c:2]([C:7](=[O:8])[O:9][CH2:18][O:17][C:11]([C:12]([CH3:13])([CH3:14])[CH3:15])=[O:16])[cH:3][n:4][cH:5][cH:6]1. The reactants are ClCCCl, CN(C)c1ccncc1, CCC(C)c1cc(NC(=O)N2CCCNCC2)on1, O=C(O)C1CCOCC1, CN(C)C=O, O, On1nnc2ccccc21. Yields the product CCC(C)c1cc(NC(=O)N2CCCN(C(=O)C3CCOCC3)CC2)on1. Reaction SMILES: [CH2:20]([Cl:21])[CH2:22][Cl:23].[CH3:48][N:49]([c:50]1[cH:51][cH:52][n:53][cH:54][cH:55]1)[CH3:56].[CH:24]([CH3:25])([CH2:26][CH3:27])[c:28]1[n:29][o:30][c:31]([NH:33][C:34](=[O:35])[N:36]2[CH2:37][CH2:38][NH:39][CH2:40][CH2:41][CH2:42]2)[cH:32]1.[O:1]1[CH2:2][CH2:3][CH:4]([C:7](=[O:8])[OH:9])[CH2:5][CH2:6]1.[O:43]=[CH:44][N:45]([CH3:46])[CH3:47].[OH2:57].[OH:10][n:11]1[c:12]2[c:13]([cH:14][cH:15][cH:16][cH:17]2)[n:18][n:19]1>>[O:1]1[CH2:2][CH2:3][CH:4]([C:7](=[O:9])[N:39]2[CH2:38][CH2:37][N:36]([C:34]([NH:33][c:31]3[o:30][n:29][c:28]([CH:24]([CH3:25])[CH2:26][CH3:27])[cH:32]3)=[O:35])[CH2:42][CH2:41][CH2:40]2)[CH2:5][CH2:6]1. Reactants: CCN(CC)CCOc1ccc(OC)c([N+](=O)[O-])c1, CCO. Product: CCN(CC)CCOc1ccc(OC)c(N)c1. RXN SMILES: [CH2:1]([CH3:2])[N:3]([CH2:4][CH3:5])[CH2:6][CH2:7][O:8][c:9]1[cH:10][c:11]([N+:17]([O-:18])=[O:19])[c:12]([O:15][CH3:16])[cH:13][cH:14]1.[CH3:20][CH2:21][OH:22]>>[CH2:1]([CH3:2])[N:3]([CH2:4][CH3:5])[CH2:6][CH2:7][O:8][c:9]1[cH:10][c:11]([NH2:17])[c:12]([O:15][CH3:16])[cH:13][cH:14]1.